Task: describe an organic reaction: reactants, conditions, products, and yield. Dataset: the Open Reaction Database (ORD), a public repository of structured organic reaction records Starting materials: CCC1Oc2cccc3nc4c(c(c23)NC1=O)CCCC4, CC(C)(C)[O-], CI, [K+], C1CCOC1. The product is CCC1Oc2cccc3nc4c(c(c23)N(C)C1=O)CCCC4. RXN SMILES: [CH2:1]([CH3:2])[CH:3]1[O:4][c:5]2[c:6]3[c:7]([c:11]4[c:16]([n:17][c:18]3[cH:19][cH:20][cH:21]2)[CH2:15][CH2:14][CH2:13][CH2:12]4)[NH:8][C:9]1=[O:10].[CH3:22][C:23]([CH3:24])([O-:25])[CH3:26].[CH3:28][I:29].[K+:27].[O:30]1[CH2:31][CH2:32][CH2:33][CH2:34]1>>[CH2:1]([CH3:2])[CH:3]1[O:4][c:5]2[c:6]3[c:7]([c:11]4[c:16]([n:17][c:18]3[cH:19][cH:20][cH:21]2)[CH2:15][CH2:14][CH2:13][CH2:12]4)[N:8]([CH3:22])[C:9]1=[O:10]. The reactants are CC(=S)C(CCc1ccccc1)C(=O)O, CCN=C=NCCCN(C)C, NC(C(=O)NCCc1ccccc1)C(=O)NCCc1ccccc1, CN1CCOCC1, ClCCl, Cl, O=C(O)C(F)(F)F, O, On1nnc2ccccc21. Product: CC(=S)C(CCc1ccccc1)C(=O)NC(C(=O)NCCc1ccccc1)C(=O)NCCc1ccccc1. RXN SMILES: [C:32]([CH3:33])(=[S:34])[CH:35]([C:36](=[O:37])[OH:38])[CH2:39][CH2:40][c:41]1[cH:42][cH:43][cH:44][cH:45][cH:46]1.[CH2:55]([N:56]=[C:57]=[N:58][CH2:59][CH2:60][CH2:61][N:62]([CH3:63])[CH3:64])[CH3:65].[CH2:8]([CH2:9][c:10]1[cH:11][cH:12][cH:13][cH:14][cH:15]1)[NH:16][C:17]([CH:18]([C:19](=[O:20])[NH:21][CH2:22][CH2:23][c:24]1[cH:25][cH:26][cH:27][cH:28][cH:29]1)[NH2:30])=[O:31].[CH3:47][N:48]1[CH2:49][CH2:50][O:51][CH2:52][CH2:53]1.[Cl:77][CH2:78][Cl:79].[ClH:54].[F:1][C:2]([F:3])([F:4])[C:5]([OH:6])=[O:7].[OH2:66].[OH:67][n:68]1[c:69]2[cH:70][cH:71][cH:72][cH:73][c:74]2[n:75][n:76]1>>[CH2:8]([CH2:9][c:10]1[cH:11][cH:12][cH:13][cH:14][cH:15]1)[NH:16][C:17]([CH:18]([C:19](=[O:20])[NH:21][CH2:22][CH2:23][c:24]1[cH:25][cH:26][cH:27][cH:28][cH:29]1)[NH:30][C:36]([CH:35]([C:32]([CH3:33])=[S:34])[CH2:39][CH2:40][c:41]1[cH:42][cH:43][cH:44][cH:45][cH:46]1)=[O:37])=[O:31]. Starting materials: CNC, O=C(NCc1cn(-c2ccccc2)c2cc(Cl)ccc2c1=O)c1ccc(Cl)nc1. The product is CN(C)c1ccc(C(=O)NCc2cn(-c3ccccc3)c3cc(Cl)ccc3c2=O)cn1. RXN SMILES: [CH3:30][NH:31][CH3:32].[Cl:1][c:2]1[n:3][cH:4][c:5]([C:6](=[O:7])[NH:8][CH2:9][c:10]2[cH:11][n:12](-[c:22]3[cH:23][cH:24][cH:25][cH:26][cH:27]3)[c:13]3[cH:14][c:15]([Cl:21])[cH:16][cH:17][c:18]3[c:19]2=[O:20])[cH:28][cH:29]1>>[c:2]1([N:31]([CH3:30])[CH3:32])[n:3][cH:4][c:5]([C:6](=[O:7])[NH:8][CH2:9][c:10]2[cH:11][n:12](-[c:22]3[cH:23][cH:24][cH:25][cH:26][cH:27]3)[c:13]3[cH:14][c:15]([Cl:21])[cH:16][cH:17][c:18]3[c:19]2=[O:20])[cH:28][cH:29]1. Reactants: CCCCCCCOc1ccc(C(=O)O)cc1, CCN=C=NCCCN(C)C, ClCCl, Cl, NCC(=O)c1ccc(Br)cc1, On1nnc2ccccc21. The product is CCCCCCCOc1ccc(C(=O)NCC(=O)c2ccc(Br)cc2)cc1. Reaction SMILES: [CH2:13]([CH2:14][CH2:15][CH2:16][CH2:17][CH2:18][CH3:19])[O:20][c:21]1[cH:22][cH:23][c:24]([C:25](=[O:26])[OH:27])[cH:28][cH:29]1.[CH2:40]([N:41]=[C:42]=[N:43][CH2:44][CH2:45][CH2:46][N:47]([CH3:48])[CH3:49])[CH3:50].[Cl:51][CH2:52][Cl:53].[ClH:1].[NH2:2][CH2:3][C:4](=[O:5])[c:6]1[cH:7][cH:8][c:9]([Br:12])[cH:10][cH:11]1.[OH:30][n:31]1[c:32]2[cH:33][cH:34][cH:35][cH:36][c:37]2[n:38][n:39]1>>[NH:2]([CH2:3][C:4](=[O:5])[c:6]1[cH:7][cH:8][c:9]([Br:12])[cH:10][cH:11]1)[C:25]([c:24]1[cH:23][cH:22][c:21]([O:20][CH2:13][CH2:14][CH2:15][CH2:16][CH2:17][CH2:18][CH3:19])[cH:29][cH:28]1)=[O:26]. Starting materials: ClC1=C(C(N(N=C1)C)=O)NCCN1CCN(CC1)C1=C(C=CC=C1)OC (5-chloro-2-methyl-4-((2-(4-(2-methoxyphenyl)-1-piperazinyl)ethyl)amino)-3(2H)-pyridazinone), C[O-].[Na+] (sodium methylate). The solvent is CO (methanol). Yields the product COC1=C(C(N(N=C1)C)=O)NCCN1CCN(CC1)C1=C(C=CC=C1)OC (5-Methoxy-2-methyl-4-((2-(4-(2-methoxyphenyl)-1-piperazinyl)ethyl)amino)-3(2H)-pyridazinone). As a reaction SMILES: Cl[C:2]1[CH:7]=[N:6][N:5]([CH3:8])[C:4](=[O:9])[C:3]=1[NH:10][CH2:11][CH2:12][N:13]1[CH2:18][CH2:17][N:16]([C:19]2[CH:24]=[CH:23][CH:22]=[CH:21][C:20]=2[O:25][CH3:26])[CH2:15][CH2:14]1.[CH3:27][O-:28].[Na+]>CO>[CH3:27][O:28][C:2]1[CH:7]=[N:6][N:5]([CH3:8])[C:4](=[O:9])[C:3]=1[NH:10][CH2:11][CH2:12][N:13]1[CH2:18][CH2:17][N:16]([C:19]2[CH:24]=[CH:23][CH:22]=[CH:21][C:20]=2[O:25][CH3:26])[CH2:15][CH2:14]1 |f:1.2|. Procedure: 4.2 g (0.011 mol) of 5-chloro-2-methyl-4-((2-(4-(2-methoxyphenyl)-1-piperazinyl)ethyl)amino)-3(2H)-pyridazinone are heated in methanol, in which 0.010 mol of sodium methylate is dissolved, under reflux for 50 hours and then concentrated in vacuo. The residue is taken up in water, when 1.6 g of 5-methoxy-2-methyl-4-((2-(4-(2-methoxyphenyl)-1-piperazinyl)ethyl)amino)-3(2H)-pyridazinone (38.9% of theory) precipitate out. The solid is filtered off with suction, dried, dissolved in acetone and conver... Reactants: OCCNN (2-Hydroxyethyl hydrazine), C(C)(=O)C(C(C)=O)OC1=CC=C(C#N)C=C1 (4-(1-acetyl-2-oxopropoxy)benzonitrile), O (Water). Run in C(C)(=O)O (acetic acid). Reaction conditions: time 5 hour. Yields the product OCCN1N=C(C(=C1C)OC1=CC=C(C#N)C=C1)C (4-{[1-(2-Hydroxyethyl)-3,5-dimethyl-1H-pyrazol-4-yl]oxy}benzonitrile). Isolated yield 26.0%. As a reaction SMILES: [OH:1][CH2:2][CH2:3][NH:4][NH2:5].[C:6]([CH:9]([O:13][C:14]1[CH:21]=[CH:20][C:17]([C:18]#[N:19])=[CH:16][CH:15]=1)[C:10](=O)[CH3:11])(=O)[CH3:7].O>C(O)(=O)C>[OH:1][CH2:2][CH2:3][N:4]1[C:10]([CH3:11])=[C:9]([O:13][C:14]2[CH:15]=[CH:16][C:17]([C:18]#[N:19])=[CH:20][CH:21]=2)[C:6]([CH3:7])=[N:5]1. Procedure: A mixture of commercially available 3-chloro-2,4-pentanedione (1.2 ml, 10 mmol), 4-cyanophenol (1.19 g, 10 mmol), caesium carbonate (3.25 g, 10 mmol) and acetone (50 ml) was heated at 60° C. for 4 hours. After cooling, the reaction mixture was concentrated under reduced pressure. The resulting oil was diluted with dichloromethane (25 ml) and washed with 1M hydrochloric acid (30 ml). The aqueous layer, at pH 1, was extracted with dichloromethane (20 ml). The combined organic extracts were washed ... Reactants: BrCCCCCCCCCO (9-bromononanol), [K].C1(C=2C(C(N1)=O)=CC=CC2)=O (phthalimide potassium). Solvent: CN(C)C=O (DMF). Reaction conditions: temperature 100 celsius. Product: C1(C=2C(C(N1CCCCCCCCCO)=O)=CC=CC2)=O (9-Phthalimidononan-1-ol). Reaction SMILES: Br[CH2:2][CH2:3][CH2:4][CH2:5][CH2:6][CH2:7][CH2:8][CH2:9][CH2:10][OH:11].[K].[C:13]1(=[O:23])[NH:17][C:16](=[O:18])[C:15]2=[CH:19][CH:20]=[CH:21][CH:22]=[C:14]12>CN(C=O)C>[C:13]1(=[O:23])[N:17]([CH2:2][CH2:3][CH2:4][CH2:5][CH2:6][CH2:7][CH2:8][CH2:9][CH2:10][OH:11])[C:16](=[O:18])[C:15]2=[CH:19][CH:20]=[CH:21][CH:22]=[C:14]12 |f:1.2,^1:11|. Reported procedure: A stirred mixture of 9-bromononanol (Aldrich)(1.0 g, 4.5 mmol), phthalimide potassium derivative (1.85 g, 10 mmol) and DMF (10 ml) was heated at 100° C. for 1 hour. The mixture was allowed to cool to room temperature and was partitioned between ethyl acetate and water. The organic layer was washed with water, brine, dried over magnesium sulfate and evaporated under reduced pressure to afford the title compound as a white solid, 1.53 g, quantitative yield. m/z (LCMS ES+, 70 v) 290.1 (MH+), 312.1 ...